Dataset: the Open Reaction Database (ORD), a public repository of structured organic reaction records. Task: describe an organic reaction: reactants, conditions, products, and yield The reactants are CC1(N2CCC(N3C(=O)NC4CCCCC43)CC2)CCNCC1, C#CCOC(=O)Cl. The product is C#CCOC(=O)N1CCC(C)(N2CCC(N3C(=O)NC4CCCCC43)CC2)CC1. Reaction SMILES: [CH3:1][C:2]1([N:8]2[CH2:9][CH2:10][CH:11]([N:14]3[C:15](=[O:23])[NH:16][CH:17]4[CH:18]3[CH2:19][CH2:20][CH2:21][CH2:22]4)[CH2:12][CH2:13]2)[CH2:3][CH2:4][NH:5][CH2:6][CH2:7]1.[Cl:24][C:25](=[O:26])[O:27][CH2:28][C:29]#[CH:30]>>[CH3:1][C:2]1([N:8]2[CH2:9][CH2:10][CH:11]([N:14]3[C:15](=[O:23])[NH:16][CH:17]4[CH:18]3[CH2:19][CH2:20][CH2:21][CH2:22]4)[CH2:12][CH2:13]2)[CH2:3][CH2:4][N:5]([C:25](=[O:26])[O:27][CH2:28][C:29]#[CH:30])[CH2:6][CH2:7]1. The reactants are COC(=O)C(CCCC1Cc2cc(OC)c(OC)cc2CN1C)(c1ccc(OC)c(OC)c1)C(C)C, C[Al]C, ClCCl, [NH2-], Cc1ccccc1C. The product is COc1ccc(C(C#N)(CCCC2Cc3cc(OC)c(OC)cc3CN2C)C(C)C)cc1OC. RXN SMILES: [CH3:1][O:2][c:3]1[cH:4][c:5]([C:11]([CH2:12][CH2:13][CH2:14][CH:15]2[N:16]([CH3:29])[CH2:17][c:18]3[cH:19][c:20]([O:27][CH3:28])[c:21]([O:25][CH3:26])[cH:22][c:23]3[CH2:24]2)([C:30]([O:31][CH3:32])=[O:33])[CH:34]([CH3:35])[CH3:36])[cH:6][cH:7][c:8]1[O:9][CH3:10].[CH3:37][Al:38][CH3:39].[Cl:49][CH2:50][Cl:51].[NH2-:40].[c:41]1([CH3:42])[c:43]([CH3:44])[cH:45][cH:46][cH:47][cH:48]1>>[CH3:1][O:2][c:3]1[cH:4][c:5]([C:11]([CH2:12][CH2:13][CH2:14][CH:15]2[N:16]([CH3:29])[CH2:17][c:18]3[cH:19][c:20]([O:27][CH3:28])[c:21]([O:25][CH3:26])[cH:22][c:23]3[CH2:24]2)([C:30]#[N:40])[CH:34]([CH3:35])[CH3:36])[cH:6][cH:7][c:8]1[O:9][CH3:10]. The reactants are C(C1=CC=CC=C1)OC1=CC=C(C=C1)C1=CC2=C(N=CN=C2OC2=CC(=C(C=C2)NC(=O)NC2CC2)Cl)N1COCC[Si](C)(C)C (1-{4-[6-(4-benzyloxyphenyl)-7-(2-trimethylsilanylethoxymethyl)-7H-pyrrolo[2,3-d]pyrimidin-4-yloxy]-2-chlorophenyl}-3-cyclopropylurea), O (water). Solvent: O1CCCC1 (tetrahydrofuran), [F-].C(CCC)[N+](CCCC)(CCCC)CCCC (tetrabutylammonium fluoride). Product: C(C1=CC=CC=C1)OC1=CC=C(C=C1)C1=CC2=C(N=CN=C2OC2=CC(=C(C=C2)NC(=O)NC2CC2)Cl)N1 (1-{4-[6-(4-Benzyloxyphenyl)-7H-pyrrolo[2,3-d]pyrimidin-4-yloxy]-2-chlorophenyl}-3-cyclopropylurea). The yield is 85.4%. Reaction SMILES: [CH2:1]([O:8][C:9]1[CH:14]=[CH:13][C:12]([C:15]2[N:38](COCC[Si](C)(C)C)[C:18]3[N:19]=[CH:20][N:21]=[C:22]([O:23][C:24]4[CH:29]=[CH:28][C:27]([NH:30][C:31]([NH:33][CH:34]5[CH2:36][CH2:35]5)=[O:32])=[C:26]([Cl:37])[CH:25]=4)[C:17]=3[CH:16]=2)=[CH:11][CH:10]=1)[C:2]1[CH:7]=[CH:6][CH:5]=[CH:4][CH:3]=1.O>O1CCCC1.[F-].C([N+](CCCC)(CCCC)CCCC)CCC>[CH2:1]([O:8][C:9]1[CH:14]=[CH:13][C:12]([C:15]2[NH:38][C:18]3[N:19]=[CH:20][N:21]=[C:22]([O:23][C:24]4[CH:29]=[CH:28][C:27]([NH:30][C:31]([NH:33][CH:34]5[CH2:36][CH2:35]5)=[O:32])=[C:26]([Cl:37])[CH:25]=4)[C:17]=3[CH:16]=2)=[CH:11][CH:10]=1)[C:2]1[CH:3]=[CH:4][CH:5]=[CH:6][CH:7]=1 |f:3.4|. Procedure: After dissolving 38 mg of 1-{4-[6-(4-benzyloxyphenyl)-7-(2-trimethylsilanylethoxymethyl)-7H-pyrrolo[2,3-d]pyrimidin-4-yloxy]-2-chlorophenyl}-3-cyclopropylurea in 0.8 ml of tetrahydrofuran, 0.2 ml of tetrabutylammonium fluoride (1 M tetrahydrofuran solution) was added dropwise and the mixture was refluxed for 2 hours. It was then returned to room temperature, water was added, and liquid separation and extraction were performed with ethyl acetate and tetrahydrofuran. The organic layer was washed w... The reactants are OC1=C(C=C(C=C1)N1C(=CC=2C3=C(CCC12)C=CC=C3)C3=CC=CC=C3)C(=O)OC (4,5-dihydro-3-(4-hydroxy-3-methoxycarbonylphenyl)2-phenylbenz[e]indole), colorless crystals, [OH-].[NH4+] (ammonium hydroxide), CN(C=O)C (dimethyl formamide). Solvent: O (water). The product is C(N)(=O)C=1C=C(C=CC1O)N1C(=CC=2C3=C(CCC12)C=CC=C3)C3=CC=CC=C3 (3-(3-Carbamoyl-4-hydroxyphenyl)-4,5-dihydro-2-phenylbenz[e]indole). As a reaction SMILES: [OH:1][C:2]1[CH:7]=[CH:6][C:5]([N:8]2[C:16]3[CH2:15][CH2:14][C:13]4[CH:17]=[CH:18][CH:19]=[CH:20][C:12]=4[C:11]=3[CH:10]=[C:9]2[C:21]2[CH:26]=[CH:25][CH:24]=[CH:23][CH:22]=2)=[CH:4][C:3]=1[C:27](OC)=O.[OH-:31].[NH4+:32].CN(C)C=O>O>[C:27]([C:3]1[CH:4]=[C:5]([N:8]2[C:16]3[CH2:15][CH2:14][C:13]4[CH:17]=[CH:18][CH:19]=[CH:20][C:12]=4[C:11]=3[CH:10]=[C:9]2[C:21]2[CH:26]=[CH:25][CH:24]=[CH:23][CH:22]=2)[CH:6]=[CH:7][C:2]=1[OH:1])(=[O:31])[NH2:32] |f:1.2|. Procedure details: A mixture of 2.0 g. (0.005 mole) of 4,5-dihydro-3-(4-hydroxy-3-methoxycarbonylphenyl)2-phenylbenz[e]indole, 75 ml. of ammonium hydroxide, and 40 ml. of dimethyl formamide was heated under reflux for 3 hours, cooled, diluted with water, acidified, and extracted with ether. The ether phase was dried over sodium sulfate and concentrated to a solid. Recrystallization from benzene gave 1.21 g. (63%) of colorless crystals, m.p. 213°-215°. Reactants: BrC=1C(=NC(=NC1)C1=CC=CC=C1)O (5-bromo-2-phenylpyrimidin-4-ol), P(=O)(Br)(Br)Br (POBr3), ice water. Conditions: temperature 100 celsius. The product is BrC1=NC(=NC=C1Br)C1=CC=CC=C1 (4,5-dibromo-2-phenyl pyrimidine). Isolated yield 62.1%. Reaction SMILES: [Br:1][C:2]1[C:3](O)=[N:4][C:5]([C:8]2[CH:13]=[CH:12][CH:11]=[CH:10][CH:9]=2)=[N:6][CH:7]=1.P(Br)(Br)([Br:17])=O>>[Br:17][C:3]1[C:2]([Br:1])=[CH:7][N:6]=[C:5]([C:8]2[CH:13]=[CH:12][CH:11]=[CH:10][CH:9]=2)[N:4]=1. Procedure: A mixture of 5-bromo-2-phenylpyrimidin-4-ol (1.67 g, 6.67 mmol, 1.0 equiv.) and POBr3 (100 g) was heated at 100° C. for 8 hours. The solution was cooled down to 55° C. and poured into ice-water while stirring vigorously. The mixture was maintained below 25° C. during the quench. The reaction mixture was extracted with CH2Cl2. The combined organic layer was washed (cold water), dried (Na2SO4), evaporated and the residue was purified by silica gel chromatography (hexane) to afford 4,5-dibromo-2-ph...